From a dataset of the Open Reaction Database (ORD), a public repository of structured organic reaction records. describe an organic reaction: reactants, conditions, products, and yield Reactants: [Al+3], CS(=O)(=O)O, O=C1NC2C=CC1C2, [F-], [H-], [H-], [H-], [H-], [Li+], NC1C=CC(C(=O)O)C1, [Na+], C1CCOC1, O. Yields the product CS(=O)(=O)O, NC1C=CC(CO)C1. As a reaction SMILES: [Al+3:25].[CH3:10][S:11](=[O:12])(=[O:13])[OH:14].[CH:1]12[NH:2][C:3](=[O:8])[CH:4]([CH:5]=[CH:6]1)[CH2:7]2.[F-:30].[H-:24].[H-:27].[H-:28].[H-:29].[Li+:26].[NH2:15][CH:16]1[CH2:17][CH:18]([C:19]([OH:20])=[O:21])[CH:22]=[CH:23]1.[Na+:31].[O:32]1[CH2:33][CH2:34][CH2:35][CH2:36]1.[OH2:9]>>[CH3:10][S:11](=[O:12])(=[O:13])[OH:14].[CH:1]1([NH2:2])[CH:6]=[CH:5][CH:4]([CH2:3][OH:8])[CH2:7]1. Starting materials: N[C@@H](C)C(=O)O (L-alanine), C(C)(C)(C)OC(C)=O (t-butylacetate), Cl(=O)(=O)(=O)O (perchloric acid). Product: Cl.C(C)(C)(C)OC([C@@H](N)C)=O (L-alanine-t-butyl ester hydrochloride). Reaction SMILES: [NH2:1][C@H:2]([C:4]([OH:6])=[O:5])[CH3:3].[C:7](OC(=O)C)([CH3:10])([CH3:9])[CH3:8].[Cl:15](O)(=O)(=O)=O>>[ClH:15].[C:7]([O:5][C:4](=[O:6])[C@H:2]([CH3:3])[NH2:1])([CH3:10])([CH3:9])[CH3:8] |f:3.4|. Reported procedure: In a 2 L one-neck flask, L-alanine (6.23 g) is stirred for 4 days with 1.1 L of t-butylacetate at room temperature and perchloric acid (70%, 6.65 mL, 7.7. g). The mixture is concentrated to 1/4 of its original volume, and the residue extracted at 0°-5° C. with 0.5N HCl (4×60 mL). The aqueous phase is immediately neutralized with KHCO3 (solid). The pH is adjusted to 13 with 4N NaOH, and the solution extracted with Et2O (4×100 mL). The combined organic layers are washed with bicarbonate solution (... Starting materials: Cl (hydrochloric acid), ClC=1C=C(C=CC1Cl)S(=O)(=O)NC1=C(C(=C(C=C1)F)NC1=NC=CC=C1C1=C2N=CN(C2=NC=N1)C1OCCCC1)F (3,4-dichloro-N-(2,4-difluoro-3-(3-(9-(tetrahydro-2H-pyran-2-yl)-9H-purin-6-yl)pyridin-2-ylamino)phenyl)benzenesulfonamide), target compound. Reaction conditions: time 2 hour. The product is N1=CN=C2NC=NC2=C1C=1C(=NC=CC1)NC=1C(=C(C=CC1F)NS(=O)(=O)C1=CC(=C(C=C1)Cl)Cl)F (N-(3-(3-(9H-purin-6-yl)pyridin-2-ylamino)-2,4-difluorophenyl)-3,4-dichlorobenzenesulfonamide). The yield is 81.0%. RXN SMILES: Cl.[Cl:2][C:3]1[CH:4]=[C:5]([S:10]([NH:13][C:14]2[CH:19]=[CH:18][C:17]([F:20])=[C:16]([NH:21][C:22]3[C:27]([C:28]4[N:36]=[CH:35][N:34]=[C:33]5[C:29]=4[N:30]=[CH:31][N:32]5C4CCCCO4)=[CH:26][CH:25]=[CH:24][N:23]=3)[C:15]=2[F:43])(=[O:12])=[O:11])[CH:6]=[CH:7][C:8]=1[Cl:9]>>[N:36]1[C:28]([C:27]2[C:22]([NH:21][C:16]3[C:15]([F:43])=[C:14]([NH:13][S:10]([C:5]4[CH:6]=[CH:7][C:8]([Cl:9])=[C:3]([Cl:2])[CH:4]=4)(=[O:12])=[O:11])[CH:19]=[CH:18][C:17]=3[F:20])=[N:23][CH:24]=[CH:25][CH:26]=2)=[C:29]2[C:33]([NH:32][CH:31]=[N:30]2)=[N:34][CH:35]=1. Procedure: 1M aqueous hydrochloric acid solution was added into the 3,4-dichloro-N-(2,4-difluoro-3-(3-(9-(tetrahydro-2H-pyran-2-yl)-9H-purin-6-yl)pyridin-2-ylamino)phenyl)benzenesulfonamide (20 mg, 0.032 mmol) prepared at Step 10 and stirred for 2 hours. After the reaction, the reactant was washed with an aqueous solution of sodium hydrogen carbonate and salt water. After extraction with ethylacetate, the organic layer was dried with sulfuric anhydride magnesium and vacuum concentrated, and then refined by... Reactants: C(=O)C1=C(OCCCCC(=O)OCC)C=CC=C1O (ethyl 5-(2-formyl-3-hydroxyphenoxy)pentanoate), Ethyl 5-(2-formyl-3-methoxphenoxy)pentanoate, C=1(C(=CC=CC1O)C(=S)[O-])C.[Na+] (sodium thiocresolate), CN(P(=O)(N(C)C)N(C)C)C (hexamethylphosphoramide), [OH-].[Na+] (sodium hydroxide). Solvent: C1=CC=CC=C1 (benzene). Product: C(=O)C1=C(OCCCCC(=O)O)C=CC=C1O (5-(2-formyl-3-hydroxyphenoxy)pentanoic acid), ethyl acetate petrol. Reaction SMILES: C1(C)C(C([O-])=S)=CC=CC=1O.[Na+].CN(C)P(N(C)C)(N(C)C)=O.[CH:24]([C:26]1[C:41]([OH:42])=[CH:40][CH:39]=[CH:38][C:27]=1[O:28][CH2:29][CH2:30][CH2:31][CH2:32][C:33]([O:35]CC)=[O:34])=[O:25].[OH-].[Na+]>C1C=CC=CC=1>[CH:24]([C:26]1[C:41]([OH:42])=[CH:40][CH:39]=[CH:38][C:27]=1[O:28][CH2:29][CH2:30][CH2:31][CH2:32][C:33]([OH:35])=[O:34])=[O:25] |f:0.1,4.5|. Reported procedure: Ethyl 5-(2-formyl-3-methoxphenoxy)pentanoate (Example 4) (2.0 g, 0.00704 M), sodium thiocresolate (2.06 g, 0.014 M), hexamethylphosphoramide (2.48 ml, 0.014 M) and benzene (10 ml) were placed in a round bottom flask and refluxed for 18 hours. The reaction mixture, containing ethyl 5-(2-formyl-3-hydroxyphenoxy)pentanoate, was then cooled and poured into 2 N sodium hydroxide solution (20 ml). The organic layer was removed, diluted with ether (20 ml), then extracted with 2 N sodium hydroxide soluti... The yield is 62.1%. Starting materials: CSC1=NC(C=2C=NN3C(=CCN1C32)C3=CC(=CC=C3)C(F)(F)F)=O (5-(methylthio)-8-[3-(trifluoromethyl)phenyl]-3H,6H-1,4,5a,8a-tetraazaacenaphthylen-3-one), C(C)(C)N (isopropylamine), C(C)O (ethanol), C(C)O (ethanol), ice. As a reaction SMILES: CS[C:3]1[N:13]2[C:14]3[N:9]([C:10]([C:15]4[CH:20]=[CH:19][CH:18]=[C:17]([C:21]([F:24])([F:23])[F:22])[CH:16]=4)=[CH:11][CH2:12]2)[N:8]=[CH:7][C:6]=3[C:5](=[O:25])[N:4]=1.[CH:26]([NH2:29])([CH3:28])[CH3:27].C(O)C>C(O)(=O)C>[CH3:27][CH:26]([NH:29][C:3]1[N:13]2[C:14]3[N:9]([C:10]([C:15]4[CH:20]=[CH:19][CH:18]=[C:17]([C:21]([F:23])([F:24])[F:22])[CH:16]=4)=[CH:11][CH2:12]2)[N:8]=[CH:7][C:6]=3[C:5](=[O:25])[N:4]=1)[CH3:28]. Solvent: C(C)(=O)O (acetic acid). Reported procedure: To a suspension of 5.0 g of 5-(methylthio)-8-[3-(trifluoromethyl)phenyl]-3H,6H-1,4,5a,8a-tetraazaacenaphthylen-3-one in 35 ml of acetic acid is added 2.64 g of isopropylamine. The reaction mixture is heated on a steambath for 18 hours. The resulting solution is cooled to room temperature and 17 ml of ethanol added. The mixture is cooled to 10° C. and 35 ml of ethanol and 20 g of ice added. The mixture is stirred for an additional 30 minutes at -10° C. The product is collected by filtration, wash... Run at time 30 minute. Product: CC(C)NC1=NC(C=2C=NN3C(=CCN1C32)C3=CC(=CC=C3)C(F)(F)F)=O (5-[(1-Methylethyl)amino]-8-[3-(trifluoromethyl)-phenyl]-3H,6H-1,4,5a,8a-tetraazaacenaphthylen-3-one). Reactants: ClCCl, [Na+], COc1ncc2ccc(=O)n(CCN3CCC(N(Cc4cc5c(cn4)OCCO5)C(=O)OC(C)(C)C)CC3)c2n1, [OH-], O=C(O)C(F)(F)F. The product is COc1ncc2ccc(=O)n(CCN3CCC(NCc4cc5c(cn4)OCCO5)CC3)c2n1. As a reaction SMILES: [Cl:43][CH2:44][Cl:45].[Na+:42].[O:1]1[CH2:2][CH2:3][O:4][c:5]2[cH:6][n:7][c:8]([CH2:11][N:12]([C:13](=[O:14])[O:15][C:16]([CH3:17])([CH3:18])[CH3:19])[CH:20]3[CH2:21][CH2:22][N:23]([CH2:26][CH2:27][n:28]4[c:29](=[O:40])[cH:30][cH:31][c:32]5[c:33]4[n:34][c:35]([O:38][CH3:39])[n:36][cH:37]5)[CH2:24][CH2:25]3)[cH:9][c:10]21.[OH-:41].[OH:46][C:47]([C:48]([F:49])([F:50])[F:51])=[O:52]>>[O:1]1[CH2:2][CH2:3][O:4][c:5]2[cH:6][n:7][c:8]([CH2:11][NH:12][CH:20]3[CH2:21][CH2:22][N:23]([CH2:26][CH2:27][n:28]4[c:29](=[O:40])[cH:30][cH:31][c:32]5[c:33]4[n:34][c:35]([O:38][CH3:39])[n:36][cH:37]5)[CH2:24][CH2:25]3)[cH:9][c:10]21.